This data is from the Open Reaction Database (ORD), a public repository of structured organic reaction records. The task is: describe an organic reaction: reactants, conditions, products, and yield Starting materials: C(C)(C)(C)OC(=O)N1C[C@H]([C@@H](C1)C1=NC=CC=C1)C(=O)OCC (1-tert-Butyloxycarbonyl-trans-3-ethoxycarbonyl-4-(2-pyridyl)pyrrolidine), [OH-].[Na+] (NaOH), solution, Cl (HCl), solution. Solvent: CO (methanol). Conditions: time 48 hour. The product is C(C)(C)(C)OC(=O)N1C[C@H]([C@@H](C1)C1=NC=CC=C1)C(=O)O (1-tert-Butyloxycarbonyl-trans-4-(2-pyridyl)pyrrolidine-3-carboxylic Acid). As a reaction SMILES: [C:1]([O:5][C:6]([N:8]1[CH2:12][C@@H:11]([C:13]2[CH:18]=[CH:17][CH:16]=[CH:15][N:14]=2)[C@H:10]([C:19]([O:21]CC)=[O:20])[CH2:9]1)=[O:7])([CH3:4])([CH3:3])[CH3:2].[OH-].[Na+].Cl>CO>[C:1]([O:5][C:6]([N:8]1[CH2:12][C@@H:11]([C:13]2[CH:18]=[CH:17][CH:16]=[CH:15][N:14]=2)[C@H:10]([C:19]([OH:21])=[O:20])[CH2:9]1)=[O:7])([CH3:4])([CH3:2])[CH3:3] |f:1.2|. Procedure details: To a stirred solution of 1-tert-butyloxycarbonyl-trans-3-ethoxycarbonyl-4-(2-pyridyl)pyrrolidine from step 4 above (4.2 g, 13 mmol) in methanol (30 mL) was added aqueous NaOH (4.7 mL of a 4.0 N solution, 19 mmol). The resulting solution was stirred at ambient temperature for 48 h. The solution was acidified with aqueous HCl (3.1 mL of a 6.0 N solution, 19 mmol) and the solvents were removed in vacuo to give the title compound as an amorphous solid containing NaCl (HPLC RT=4.42 min, method A). Starting materials: CN1CC(C(=O)OC(C)(C)C)NC1=O, CI, CN(C)C=O, [H-], [Na+], O=C(O)C1CNC(=O)N1C(=O)OCc1ccccc1. Product: CN1CC(C(=O)OC(C)(C)C)N(C)C1=O. Reaction SMILES: [CH3:1][N:2]1[C:3](=[O:14])[NH:4][CH:5]([C:7](=[O:8])[O:9][C:10]([CH3:11])([CH3:12])[CH3:13])[CH2:6]1.[CH3:34][I:35].[CH3:38][N:39]([CH3:40])[CH:41]=[O:42].[H-:36].[Na+:37].[O:15]=[C:16]1[N:17]([C:18]([O:19][CH2:20][c:21]2[cH:22][cH:23][cH:24][cH:25][cH:26]2)=[O:27])[CH:28]([C:29]([OH:30])=[O:31])[CH2:32][NH:33]1>>[CH3:1][N:2]1[C:3](=[O:14])[N:4]([CH3:16])[CH:5]([C:7](=[O:8])[O:9][C:10]([CH3:11])([CH3:12])[CH3:13])[CH2:6]1.